From a dataset of the Open Reaction Database (ORD), a public repository of structured organic reaction records. describe an organic reaction: reactants, conditions, products, and yield Starting materials: CC(Cc1cccc(C#N)c1)NC(=O)OC(C)(C)C, ClCCl, O=C(O)C(F)(F)F. Yields the product CC(N)Cc1cccc(C#N)c1. RXN SMILES: [C:1]([O:2][C:3](=[O:4])[NH:7][CH:8]([CH2:9][c:10]1[cH:11][c:12]([C:16]#[N:17])[cH:13][cH:14][cH:15]1)[CH3:18])([CH3:5])([CH3:6])[CH3:19].[Cl:20][CH2:21][Cl:22].[OH:23][C:24]([C:25]([F:26])([F:27])[F:28])=[O:29]>>[NH2:7][CH:8]([CH2:9][c:10]1[cH:11][c:12]([C:16]#[N:17])[cH:13][cH:14][cH:15]1)[CH3:18].